describe an organic reaction: reactants, conditions, products, and yield From a dataset of the Open Reaction Database (ORD), a public repository of structured organic reaction records. Reactants: ClC1=C(C=CC(=C1)OC(F)F)C1=C(C(=NC=C1)NC(COC)C)N (4-(2-Chloro-4-difluoromethoxy-phenyl)-N2-(2-methoxy-1-methyl-ethyl)-pyridine-2,3-diamine), C(C(=O)C)(=O)OC (methyl pyruvate). Yields the product ClC1=C(C=CC(=C1)OC(F)F)C1=CC=NC=2N(C(C(=NC21)C)=O)C(COC)C (8-(2-chloro-4-difluoromethoxy-phenyl)-4-(2-methoxy-1-methyl-ethyl)-2-methyl-4H-pyrido[2,3-b]pyrazin-3-one). As a reaction SMILES: [Cl:1][C:2]1[CH:7]=[C:6]([O:8][CH:9]([F:11])[F:10])[CH:5]=[CH:4][C:3]=1[C:12]1[CH:17]=[CH:16][N:15]=[C:14]([NH:18][CH:19]([CH3:23])[CH2:20][O:21][CH3:22])[C:13]=1[NH2:24].[C:25](OC)(=[O:29])[C:26]([CH3:28])=O>>[Cl:1][C:2]1[CH:7]=[C:6]([O:8][CH:9]([F:10])[F:11])[CH:5]=[CH:4][C:3]=1[C:12]1[C:13]2[N:24]=[C:26]([CH3:28])[C:25](=[O:29])[N:18]([CH:19]([CH3:23])[CH2:20][O:21][CH3:22])[C:14]=2[N:15]=[CH:16][CH:17]=1. Procedure details: 4-(2-Chloro-4-difluoromethoxy-phenyl)-N2-(2-methoxy-1-methyl-ethyl)-pyridine-2,3-diamine (0.149 g, 0.42 mmol) and methyl pyruvate (75 μL, 0.83 mmol) were treated substantially as described in Part F of Example 113 to give 8-(2-chloro-4-difluoromethoxy-phenyl)-4-(2-methoxy-1-methyl-ethyl)-2-methyl-4H-pyrido[2,3-b]pyrazin-3-one (Example 121a): 1H NMR (300 MHz, CDCl3): δ 8.54–8.53 (d, 1H, J=4.8 Hz), 7.34–7.32 (m, 2H), 7.21–7.13 (m, 2H), 6.85–6.36 (t, 1H, J=73.2 Hz), 4.41–4.37 (m, 1H), 3.82–3.76 (m,... Starting materials: BrC1=C(C(=NS1)C(F)(F)F)C(=O)O (5-bromo-3-(trifluoromethyl)-1,2-thiazole-4-carboxylic acid), ethyl acetate petroleum ether. The solvent is O1CCCC1 (tetrahydrofuran). Conditions: temperature 0 celsius. The product is BrC1=C(C(=NS1)C(F)(F)F)CO ([5-bromo-3-(trifluoromethyl)-1,2-thiazol-4-yl]methanol). RXN SMILES: [Br:1][C:2]1[S:6][N:5]=[C:4]([C:7]([F:10])([F:9])[F:8])[C:3]=1[C:11](O)=[O:12]>O1CCCC1>[Br:1][C:2]1[S:6][N:5]=[C:4]([C:7]([F:9])([F:10])[F:8])[C:3]=1[CH2:11][OH:12]. Procedure details: Into a 50-mL round-bottom flask purged and maintained with an inert atmosphere of nitrogen, was placed 5-bromo-3-(trifluoromethyl)-1,2-thiazole-4-carboxylic acid (800 mg, 2.90 mmol, 1.00 equiv), tetrahydrofuran (3 mL). This was followed by the addition of BH3 (14.5 mL, 5.00 equiv) dropwise with stirring at 0° C. The resulting solution was stirred overnight at 25° C. The reaction progress was monitored by TLC (ethyl acetate/petroleum ether=1:5). The reaction was then quenched by the addition of 2... As a reaction SMILES: [CH2:1]([C:3]1([CH2:12][CH:13]=[CH2:14])[C:8](=[O:9])[NH:7][C:6](=[O:10])[NH:5][C:4]1=[O:11])[CH3:2].[BrH:15]>C1(C)C=CC=CC=1>[CH2:1]([C:3]1([CH2:12][CH2:13][CH2:14][Br:15])[C:4](=[O:11])[NH:5][C:6](=[O:10])[NH:7][C:8]1=[O:9])[CH3:2]. Starting materials: Br (HBr), C(C)C1(C(NC(NC1=O)=O)=O)CC=C (5-ethyl-5-allylbarbituric acid), Br (HBr). Yields the product C(C)C1(C(NC(NC1=O)=O)=O)CCCBr (5-ethyl-5-(3-bromopropyl)barbituric acid). Procedure: A suspension of 40 g of 5-ethyl-5-allylbarbituric acid and 800 ml of toluene was stirred and irradiated with a GE sunlamp (275 watts, 110-125 volts) for approximately 90 min. Thereafter, gaseous HBr was passed for 45 min. with further irradiation and stirred for another 45 minutes. The reaction flask was then opened to allow the excess HBr to evaporate. The solution was cooled and filtered. The resulting precipitate was washed with toluene, dried, and then dissolved in a minimal amount of hot ac... Run in C1(=CC=CC=C1)C (toluene). Conditions: time 8 hour. Product: C(C1=CC=CC=C1)OCCNS(=O)(=O)C1=C(C(=CC=C1Cl)[N+](=O)[O-])O (N-(2-benzyloxyethyl)-6-chloro-2-hydroxy-3-nitrobenzenesulfonamide). RXN SMILES: [CH2:1]([O:8][CH2:9][CH2:10][NH:11][S:12]([C:15]1[C:20]([Cl:21])=[CH:19][CH:18]=[C:17]([N+:22]([O-:24])=[O:23])[C:16]=1Cl)(=[O:14])=[O:13])[C:2]1[CH:7]=[CH:6][CH:5]=[CH:4][CH:3]=1.[H-].[Na+].[OH2:28]>>[CH2:1]([O:8][CH2:9][CH2:10][NH:11][S:12]([C:15]1[C:20]([Cl:21])=[CH:19][CH:18]=[C:17]([N+:22]([O-:24])=[O:23])[C:16]=1[OH:28])(=[O:14])=[O:13])[C:2]1[CH:7]=[CH:6][CH:5]=[CH:4][CH:3]=1 |f:1.2|. The yield is 77.0%. The reactants are C(C1=CC=CC=C1)OCCNS(=O)(=O)C1=C(C(=CC=C1Cl)[N+](=O)[O-])Cl (N-(2-benzyloxyethyl)-2,6-dichloro-3-nitrobenzenesulfonamide), [H-].[Na+] (NaH), O (water). Reported procedure: Following the general hydrolysis procedure outlined in example 15, N-(2-benzyloxyethyl)-2,6-dichloro-3-nitrobenzenesulfonamide (2.31 g, 5.71 mmol), 60% NaH (683 mg, 17.1mmol) and water (103 μ, 5.72mmol) were reacted to form the desired product (1.70 g, 77%). LC-MS (m/z) 387.5(M+). The reactants are O=C([O-])[O-], CCOCC, [Cs+], [Cs+], Nc1ccc(O)cc1[N+](=O)[O-], Cc1ccc(S(=O)(=O)OCC2CCN(C(=O)OC(C)(C)C)CC2)cc1. Yields the product CC(C)(C)OC(=O)N1CCC(COc2ccc(N)c([N+](=O)[O-])c2)CC1. As a reaction SMILES: [C:1](=[O:2])([O-:3])[O-:4].[CH2:43]([O:44][CH2:45][CH3:46])[CH3:47].[Cs+:5].[Cs+:6].[NH2:7][c:8]1[c:9]([N+:15](=[O:16])[O-:17])[cH:10][c:11]([OH:14])[cH:12][cH:13]1.[S:18]([O:19][CH2:29][CH:30]1[CH2:31][CH2:32][N:33]([C:36](=[O:37])[O:38][C:39]([CH3:40])([CH3:41])[CH3:42])[CH2:34][CH2:35]1)([c:20]1[cH:21][cH:22][c:23]([CH3:24])[cH:25][cH:26]1)(=[O:27])=[O:28]>>[NH2:7][c:8]1[c:9]([N+:15](=[O:16])[O-:17])[cH:10][c:11]([O:14][CH2:29][CH:30]2[CH2:31][CH2:32][N:33]([C:36](=[O:37])[O:38][C:39]([CH3:40])([CH3:41])[CH3:42])[CH2:34][CH2:35]2)[cH:12][cH:13]1. Reactants: bis(trifluoroacetic acid), N[C@H]1[C@@H]2N(C(=C(CS2)C[N+]=2N(C=CC2)C)C(=O)[O-])C1=O (7β-amino-3-(2-methyl-1-pyrazolio)methyl-3-cephem-4-carboxylate), C[Si](NC(C)=O)(C)C (N-(trimethylsilyl)acetamide), C[N+](=CCl)C.[Cl-] (Vilsmeier reagent), resultant mixture, NC(=S)N (thiourea), ClCC(C(C(=O)O)=NOC(F)F)=O (4-chloro-2-difluoromethoxyimino-3-oxobutyric acid), resultant solution, C(C)(C)OC(C)C (diisopropyl ether), P(=O)(Cl)(Cl)Cl (phosphoryl chloride). Run in O1CCCC1 (tetrahydrofuran), CN(C(C)=O)C (N,N-dimethylacetamide), O1CCCC1 (tetrahydrofuran), CCCCCC (n-hexane), O1CCCC1 (tetrahydrofuran), CN(C=O)C (N,N-dimethylformamide). Yields the product NC=1SC=C(N1)C(C(=O)N[C@H]1[C@@H]2N(C(=C(CS2)C[N+]=2N(C=CC2)C)C(=O)[O-])C1=O)=NOC(F)F (7β-[2-(2-aminothiazol-4-yl)-2-(difluoromethoxyimino)acetamido]-3-(2-methyl-1-pyrazolio)methyl-3-cephem-4-carboxylate). Isolated yield 26.2%. RXN SMILES: C[N+](C)=CCl.[Cl-].P(Cl)(Cl)(Cl)=O.Cl[CH2:13][C:14](=O)[C:15](=[N:19][O:20][CH:21]([F:23])[F:22])[C:16]([OH:18])=O.[NH2:25][C@@H:26]1[C:43](=[O:44])[N:28]2[C:29]([C:40]([O-:42])=[O:41])=[C:30]([CH2:33][N+:34]3[N:35]([CH3:39])[CH:36]=[CH:37][CH:38]=3)[CH2:31][S:32][C@H:27]12.C[Si](C)(C)NC(=O)C.[NH2:53][C:54]([NH2:56])=[S:55].C(OC(C)C)(C)C>O1CCCC1.CN(C)C(=O)C.CCCCCC.CN(C)C=O>[NH2:56][C:54]1[S:55][CH:13]=[C:14]([C:15](=[N:19][O:20][CH:21]([F:23])[F:22])[C:16]([NH:25][C@@H:26]2[C:43](=[O:44])[N:28]3[C:29]([C:40]([O-:42])=[O:41])=[C:30]([CH2:33][N+:34]4[N:35]([CH3:39])[CH:36]=[CH:37][CH:38]=4)[CH2:31][S:32][C@H:27]23)=[O:18])[N:53]=1 |f:0.1|. Reported procedure: To a suspension of Vilsmeier reagent prepared from N,N-dimethylformamide (0.158 ml) and phosphoryl chloride (0.187 ml) in tetrahydrofuran (1 ml) was added a solution of 4-chloro-2-difluoromethoxyimino-3-oxobutyric acid (0.4 g) in tetrahydrofuran (4 ml) under ice-cooling with stirring. After stirred at the same temperature for 30 minutes, this activated acid solution was added to a solution of bis(trifluoroacetic acid) salt of 7β-amino-3-(2-methyl-1-pyrazolio)methyl-3-cephem-4-carboxylate (0.80 g... The reactants are CCCO, COCC#Cc1ccc(N)c2c1OCO2, CN=C(NC)N(C)C, CCOCC, N#Cc1cnc2cc(OCCCN3CCOCC3)cc(OC3CCOCC3)c2c1Cl, Cl. Yields the product Cl, Cl, COCC#Cc1ccc(Nc2c(C#N)cnc3cc(OCCCN4CCOCC4)cc(OC4CCOCC4)c23)c2c1OCO2. Reaction SMILES: [CH2:55]([OH:56])[CH2:57][CH3:58].[CH3:31][O:32][CH2:33][C:34]#[C:35][c:36]1[c:37]2[c:38]([c:39]([NH2:40])[cH:41][cH:42]1)[O:43][CH2:44][O:45]2.[CH3:47][NH:48][C:49](=[N:50][CH3:51])[N:52]([CH3:53])[CH3:54].[CH3:59][CH2:60][O:61][CH2:62][CH3:63].[Cl:1][c:2]1[c:3]([C:29]#[N:30])[cH:4][n:5][c:6]2[cH:7][c:8]([O:19][CH2:20][CH2:21][CH2:22][N:23]3[CH2:24][CH2:25][O:26][CH2:27][CH2:28]3)[cH:9][c:10]([O:12][CH:13]3[CH2:14][CH2:15][O:16][CH2:17][CH2:18]3)[c:11]12.[ClH:46]>>[ClH:1].[ClH:46].[c:2]1([NH:40][c:39]2[c:38]3[c:37]([c:36]([C:35]#[C:34][CH2:33][O:32][CH3:31])[cH:42][cH:41]2)[O:45][CH2:44][O:43]3)[c:3]([C:29]#[N:30])[cH:4][n:5][c:6]2[cH:7][c:8]([O:19][CH2:20][CH2:21][CH2:22][N:23]3[CH2:24][CH2:25][O:26][CH2:27][CH2:28]3)[cH:9][c:10]([O:12][CH:13]3[CH2:14][CH2:15][O:16][CH2:17][CH2:18]3)[c:11]12. The reactants are CCO, [Cl-], [Fe], CCN(CC)c1ccc([N+](=O)[O-])cc1C#N, [NH4+], O. Product: CCN(CC)c1ccc(N)cc1C#N. As a reaction SMILES: [CH3:21][CH2:22][OH:23].[Cl-:1].[Fe:20].[N+:4]([O-:5])(=[O:6])[c:7]1[cH:8][cH:9][c:10]([N:15]([CH2:16][CH3:17])[CH2:18][CH3:19])[c:11]([C:12]#[N:13])[cH:14]1.[NH4+:2].[OH2:3]>>[NH2:4][c:7]1[cH:8][cH:9][c:10]([N:15]([CH2:16][CH3:17])[CH2:18][CH3:19])[c:11]([C:12]#[N:13])[cH:14]1. The reactants are OC1(CCN(CC1)C(COCCN(S(=O)(=O)C1=C(C=C(C=C1C)OC)C)C)=O)\C=C\C=1C=NC=CC1 ((E)-N-(2-(2-(4-hydroxy-4-(2-(pyridin-3-yl)vinyl)piperidin-1-yl)-2-oxoethoxy)ethyl)-4-methoxy-N,2,6-trimethylphenylsulfonamide). Reagents/catalysts: [Pd] (Pd/C). Solvent: CO (methanol). Conditions: temperature 25 celsius, time 16 hour. Yields the product OC1(CCN(CC1)C(COCCN(S(=O)(=O)C1=C(C=C(C=C1C)OC)C)C)=O)CCC=1C=NC=CC1 (N-(2-(2-(4-Hydroxy-4-(2-(pyridin-3-yl)ethyl)piperidin-1-yl)-2-oxoethoxy)ethyl)-4-methoxy-N,2,6-trimethylphenylsulfonamide). Reaction SMILES: [OH:1][C:2]1(/[CH:29]=[CH:30]/[C:31]2[CH:32]=[N:33][CH:34]=[CH:35][CH:36]=2)[CH2:7][CH2:6][N:5]([C:8](=[O:28])[CH2:9][O:10][CH2:11][CH2:12][N:13]([CH3:27])[S:14]([C:17]2[C:22]([CH3:23])=[CH:21][C:20]([O:24][CH3:25])=[CH:19][C:18]=2[CH3:26])(=[O:16])=[O:15])[CH2:4][CH2:3]1>CO.[Pd]>[OH:1][C:2]1([CH2:29][CH2:30][C:31]2[CH:32]=[N:33][CH:34]=[CH:35][CH:36]=2)[CH2:3][CH2:4][N:5]([C:8](=[O:28])[CH2:9][O:10][CH2:11][CH2:12][N:13]([CH3:27])[S:14]([C:17]2[C:22]([CH3:23])=[CH:21][C:20]([O:24][CH3:25])=[CH:19][C:18]=2[CH3:26])(=[O:15])=[O:16])[CH2:6][CH2:7]1. Procedure details: A solution of (E)-N-(2-(2-(4-hydroxy-4-(2-(pyridin-3-yl)vinyl)piperidin-1-yl)-2-oxoethoxy)ethyl)-4-methoxy-N,2,6-trimethylphenylsulfonamide (0.9 mmol) in methanol (10 ml) was degassed for 15 min with argon, and 10% Pd/C (200 mg) was added. The resulting mixture was stirred for 16 h at 25° C. under a hydrogen atmosphere (conversion monitored by TLC). The reaction mixture was filtered through Celite, the filter cake was washed thoroughly with methanol, and the filtrate was concentrated completely....